Dataset: the Open Reaction Database (ORD), a public repository of structured organic reaction records. Task: describe an organic reaction: reactants, conditions, products, and yield As a reaction SMILES: C([C:4]1[S:8][C:7]2[S:9][C:10]([C:12]([C:14]3[CH:15]=[C:16]([CH:20]([CH2:24][CH3:25])[C:21]([OH:23])=[O:22])[CH:17]=[CH:18][CH:19]=3)=[O:13])=[CH:11][C:6]=2[CH:5]=1)(O)=O.Cl.C(#N)C>N1C2C(=CC=CC=2)C=CC=1.[Cu]>[S:9]1[C:7]2[S:8][CH:4]=[CH:5][C:6]=2[CH:11]=[C:10]1[C:12]([C:14]1[CH:15]=[C:16]([CH:20]([CH2:24][CH3:25])[C:21]([OH:23])=[O:22])[CH:17]=[CH:18][CH:19]=1)=[O:13]. The solvent is N1=CC=CC2=CC=CC=C12 (quinoline). Yield: 56.7%. Reagents/catalysts: [Cu] (copper). Starting materials: ice, concentrated aqueous solution, Cl (hydrogen chloride), C(=O)(O)C1=CC2=C(S1)SC(=C2)C(=O)C=2C=C(C=CC2)C(C(=O)O)CC (2-{3-(5-Carboxy-thieno[2,3-b]thien-2-yl)carbonyl-phenyl}butyric acid), C(C)#N (acetonitrile). Run at time 10 minute. Yields the product S1C(=CC2=C1SC=C2)C(=O)C=2C=C(C=CC2)C(C(=O)O)CC (2-{3-(thieno[2,3-b]thien-2-yl)carbonyl-phenyl}butyric acid). Procedure details: 2-{3-(5-Carboxy-thieno[2,3-b]thien-2-yl)carbonyl-phenyl}butyric acid (15.6 g) and copper powder (1 g) are suspended in quinoline (150 cc) and heated at 195°-200° C. for 20 minutes, and then at the boil for 10 minutes. After cooling, ice (300 g) and a 12N concentrated aqueous solution of hydrogen chloride (100 cc) are added to the reaction mixture, which is extracted three times with methylene chloride (total 600 cc). The combined methylene chloride solutions are washed three times with distilled... Reactants: (4-methoxy)benzyl ethers, ClCCCS(=O)(=O)OCC(C(C(=O)OCC1=CC=CC=C1)OCC1=CC=C(C=C1)OC)(C)C (Phenylmethyl (2R/S)-4-[(3-chloropropyl)sulfonyloxy]-2-[(4-methoxyphenyl)methoxy]-3,3-dimethylbutanoate), ClC=1C(C(=C(C(C1Cl)=O)C#N)C#N)=O (2,3-dichloro-5,6-dicyano-1,4-benzoquinone). The solvent is ClCCl (dichloromethane), O (water). Product: ClCCCS(=O)(=O)OCC(C(C(=O)OCC1=CC=CC=C1)O)(C)C (Phenylmethyl (2R/S)-4-[(3-chloropropyl)sulfonyloxy]-3,3-dimethyl-2-hydroxybutanoate). Yield: 66.0%. RXN SMILES: [Cl:1][CH2:2][CH2:3][CH2:4][S:5]([O:8][CH2:9][C:10]([CH3:33])([CH3:32])[CH:11]([O:22]CC1C=CC(OC)=CC=1)[C:12]([O:14][CH2:15][C:16]1[CH:21]=[CH:20][CH:19]=[CH:18][CH:17]=1)=[O:13])(=[O:7])=[O:6].ClC1C(=O)C(C#N)=C(C#N)C(=O)C=1Cl>ClCCl.O>[Cl:1][CH2:2][CH2:3][CH2:4][S:5]([O:8][CH2:9][C:10]([CH3:33])([CH3:32])[CH:11]([OH:22])[C:12]([O:14][CH2:15][C:16]1[CH:21]=[CH:20][CH:19]=[CH:18][CH:17]=1)=[O:13])(=[O:7])=[O:6]. Procedure: Following the general procedure for the oxidative cleavage of (4-methoxy)benzyl ethers of Description 19 phenylmethyl (2R/S)-4-[(3-chloropropyl)sulfonyloxy]-2-[(4-methoxyphenyl)methoxy]-3,3-dimethyl-butanoate (32a) (0.22 g, 0.4 mmol) dissolved in a mixture of dichloromethane (DCM) and water (10:1) (3 mL) was treated with 2,3-dichloro-5,6-dicyano-1,4-benzoquinone (DDQ) (200 mg, 0.87 mmol). After work-up, the crude material was purified by silica gel column chromatography using a mixture of ethyl ... Reactants: N1=CC=CC2=C1C=C1CCCCN21 (6,7,8,9-tetrahydropyrido[2,3-b]indolizine), C1CC(=O)N(C1=O)Br (NBS), C(=O)(O)[O-].[Na+] (NaHCO3). The solvent is CN(C)C=O (DMF). Run at temperature 0 celsius, time 30 minute. The product is BrC=1C2=C(N3CCCCC13)C=CC=N2 (10-Bromo-6,7,8,9-tetrahydropyrido[2,3-b]indolizine). Isolated yield 87.5%. RXN SMILES: [N:1]1[C:6]2[CH:7]=[C:8]3[N:13]([C:5]=2[CH:4]=[CH:3][CH:2]=1)[CH2:12][CH2:11][CH2:10][CH2:9]3.C1C(=O)N([Br:21])C(=O)C1.C([O-])(O)=O.[Na+]>CN(C=O)C>[Br:21][C:7]1[C:6]2[N:1]=[CH:2][CH:3]=[CH:4][C:5]=2[N:13]2[C:8]=1[CH2:9][CH2:10][CH2:11][CH2:12]2 |f:2.3|. Reported procedure: To a solution of 6,7,8,9-tetrahydropyrido[2,3-b]indolizine (170 mg) in DMF (3 mL) was added NBS (193 mg) at 0° C. The mixture was stirred at 0° C. for 30 min. The mixture was added saturated NaHCO3 aqueous solution at 0° C. and extracted with AcOEt. The organic layer was separated, washed with brine, dried over Na2SO4 and concentrated under reduced pressure. The residue was purified by silica gel column chromatography (AcOEt/hexane) to give the title compound (217 mg). Reactants: C(C)(=O)C=1N(C2=CC=C(C=C2C1)N)C1=CC=C(C=C1)N (2-acetyl-5-amino-1-(4-aminophenyl)indole), CN(C1=CC=C(C(=O)[O-])C=C1)C (4-dimethylaminobenzoate). The product is C(C)(=O)C=1N(C2=CC=C(C=C2C1)NC(C1=CC=C(C=C1)N(C)C)=O)C1=CC=C(C=C1)NC(C1=CC=C(C=C1)N(C)C)=O (N-(2-Acetyl-1-(4-(4-dimethylaminobenzamido)phenyl)-1H-indol-5-yl)-4-dimethylaminobenzamide). Reaction SMILES: [C:1]([C:4]1[N:5]([C:14]2[CH:19]=[CH:18][C:17]([NH2:20])=[CH:16][CH:15]=2)[C:6]2[C:11]([CH:12]=1)=[CH:10][C:9]([NH2:13])=[CH:8][CH:7]=2)(=[O:3])[CH3:2].[CH3:21][N:22]([CH3:32])[C:23]1[CH:31]=[CH:30][C:26]([C:27]([O-])=[O:28])=[CH:25][CH:24]=1>>[C:1]([C:4]1[N:5]([C:14]2[CH:19]=[CH:18][C:17]([NH:20][C:27](=[O:28])[C:26]3[CH:30]=[CH:31][C:23]([N:22]([CH3:32])[CH3:21])=[CH:24][CH:25]=3)=[CH:16][CH:15]=2)[C:6]2[C:11]([CH:12]=1)=[CH:10][C:9]([NH:13][C:27](=[O:28])[C:26]1[CH:25]=[CH:24][C:23]([N:22]([CH3:21])[CH3:32])=[CH:31][CH:30]=1)=[CH:8][CH:7]=2)(=[O:3])[CH3:2]. Reported procedure: Compound 372 was prepared according to the procedure described in Scheme IV from 2-acetyl-5-amino-1-(4-aminophenyl)indole and 4-dimethylaminobenzoate. [M+H]+ calcd for C34H33N5O3: 560.26; found: 560.02.